From a dataset of the Open Reaction Database (ORD), a public repository of structured organic reaction records. describe an organic reaction: reactants, conditions, products, and yield Reaction SMILES: [C:8]([CH3:9])([CH3:10])([CH3:11])[Si:12]([O:13][CH2:14][CH:15]=[O:16])([CH3:17])[CH3:18].[CH3:1][C:2]([CH3:3])([CH3:4])[S:5](=[O:6])[NH2:7].[Cl:19][CH2:20][Cl:21]>>[CH3:1][C:2]([CH3:3])([CH3:4])[S:5](=[O:6])[N:7]=[CH:15][CH2:14][O:13][Si:12]([C:8]([CH3:9])([CH3:10])[CH3:11])([CH3:17])[CH3:18]. The product is CC(C)(C)S(=O)N=CCO[Si](C)(C)C(C)(C)C. The reactants are CC(C)(C)[Si](C)(C)OCC=O, CC(C)(C)S(N)=O, ClCCl.